The task is: describe an organic reaction: reactants, conditions, products, and yield. This data is from the Open Reaction Database (ORD), a public repository of structured organic reaction records. Reagents/catalysts: CN(C1=CC=NC=C1)C (4-dimethylaminopyridine). The yield is 88.7%. As a reaction SMILES: [O:1]1[CH2:5][CH2:4][NH:3][C:2]1=[O:6].ClC(Cl)(Cl)[C:9]([O:11][CH2:12][CH3:13])=[O:10]>CN(C)C1C=CN=CC=1>[C:9]([N:3]1[CH2:4][CH2:5][O:1][C:2]1=[O:6])([O:11][CH2:12][CH3:13])=[O:10]. Conditions: temperature 120 celsius. Procedure details: A mixture of 2-oxazolidinone (9.0 g, 0.10 mole) and 25 ml (0.18 mole) of ethyl trichloroacetate were heated to 120° C. in an oil bath. A small amount (ca 50 mg) of 4-dimethylaminopyridine was added to the stirred solution, during which time vigorous reflux began. After removing most of the chloroform by a Dean-Stark trap, the dark solution was allowed to cool to room temperature. Bulb to bulb distillation at 105° C.-120° C. (0.05 mm) yielded 14.1 g (0.0887 mole, 89 percent yield) of the product ... Reactants: O1C(NCC1)=O (2-oxazolidinone), ClC(C(=O)OCC)(Cl)Cl (ethyl trichloroacetate). The product is C(=O)(OCC)N1C(OCC1)=O (3-Carboethoxy-2-Oxazolidinone). Reactants: COC1=CC(C(C2=CC=CC=C12)=O)=O (4-methoxy-1,2-naphthoquinone), C(CCCC)N (pentylamine). Solvent: C(C)O (ethanol). Run at time 60 minute. Product: C(CCCC)NC1=CC(C(C2=CC=CC=C12)=O)=O (4-pentylamino-1,2-naphthoquinone). The yield is 49.0%. As a reaction SMILES: CO[C:3]1[C:12]2[C:7](=[CH:8][CH:9]=[CH:10][CH:11]=2)[C:6](=[O:13])[C:5](=[O:14])[CH:4]=1.[CH2:15]([NH2:20])[CH2:16][CH2:17][CH2:18][CH3:19]>C(O)C>[CH2:15]([NH:20][C:3]1[C:12]2[C:7](=[CH:8][CH:9]=[CH:10][CH:11]=2)[C:6](=[O:13])[C:5](=[O:14])[CH:4]=1)[CH2:16][CH2:17][CH2:18][CH3:19]. Reported procedure: To a stirred suspension of 650 mg (3.45 mmol) of 4-methoxy-1,2-naphthoquinone in 20 mL of ethanol was added 0.80 mL (6.90 mmol) of pentylamine. The reaction mixture was stirred at room temperature for 60 min. The resulting red precipitate was collected by filtration and then triturated with 20 mL of ethyl acetate to afford 411.7 mg (49%) of 4-pentylamino-1,2-naphthoquinone, which was recrystallized from ethyl acetate: mp>215° C.; 1H NMR (300 MHz, CDCl3, TMS) δ 8.21 (dd, J=7.5, 1.6 Hz, 1H), 7.69 ... The reactants are NC(=O)c1ccc(C2=CCCCC2)c2c3c([nH]c12)CC(C(=O)NC1CCOCC1)CC3, CO, [H][H]. Yields the product NC(=O)c1ccc(C2CCCCC2)c2c3c([nH]c12)CC(C(=O)NC1CCOCC1)CC3. RXN SMILES: [C:1]1([c:7]2[c:8]3[c:9]4[c:14]([nH:15][c:16]3[c:17]([C:20](=[O:21])[NH2:22])[cH:18][cH:19]2)[CH2:13][CH:12]([C:23](=[O:24])[NH:25][CH:26]2[CH2:27][CH2:28][O:29][CH2:30][CH2:31]2)[CH2:11][CH2:10]4)=[CH:2][CH2:3][CH2:4][CH2:5][CH2:6]1.[CH3:34][OH:35].[H:32][H:33]>>[CH:1]1([c:7]2[c:8]3[c:9]4[c:14]([nH:15][c:16]3[c:17]([C:20](=[O:21])[NH2:22])[cH:18][cH:19]2)[CH2:13][CH:12]([C:23](=[O:24])[NH:25][CH:26]2[CH2:27][CH2:28][O:29][CH2:30][CH2:31]2)[CH2:11][CH2:10]4)[CH2:2][CH2:3][CH2:4][CH2:5][CH2:6]1. The product is O=C(O)c1cn(C2CC2)c2cc(N3CC(F)C(CNC4CC4)C3)c(F)cc2c1=O. As a reaction SMILES: [CH:1]1([n:4]2[cH:5][c:6]([C:17](=[O:18])[OH:19])[c:7](=[O:16])[c:8]3[cH:9][c:10]([F:15])[c:11]([F:14])[cH:12][c:13]23)[CH2:2][CH2:3]1.[CH:20]1([NH:23][CH2:24][CH:25]2[CH2:26][NH:27][CH2:28][CH:29]2[F:30])[CH2:21][CH2:22]1>>[CH:1]1([n:4]2[cH:5][c:6]([C:17](=[O:18])[OH:19])[c:7](=[O:16])[c:8]3[cH:9][c:10]([F:15])[c:11]([N:27]4[CH2:26][CH:25]([CH2:24][NH:23][CH:20]5[CH2:21][CH2:22]5)[CH:29]([F:30])[CH2:28]4)[cH:12][c:13]23)[CH2:2][CH2:3]1. Reactants: O=C(O)c1cn(C2CC2)c2cc(F)c(F)cc2c1=O, FC1CNCC1CNC1CC1. The reactants are CO, CO[Si](OC)(OC)OC, [K+], [K], [OH-]. The product is CO[Si]([O-])(OC)OC, [K+]. As a reaction SMILES: [CH3:13][OH:14].[CH3:1][O:2][Si:3]([O:4][CH3:5])([O:6][CH3:7])[O:8][CH3:9].[K+:11].[K:12].[OH-:10]>>[CH3:1][O:2][Si:3]([O:4][CH3:5])([O:6][CH3:7])[O-:8].[K+:11].